From a dataset of the Open Reaction Database (ORD), a public repository of structured organic reaction records. describe an organic reaction: reactants, conditions, products, and yield Reactants: O=S1(CCN(CC1)C1=CC=C(C=C1)O)=O (4-(1,1-dioxo-thiomorpholin-4-yl)phenol), C(CCCCCCCCCC(C)C)OCC1CO1 (isotridecylglycidyl ether). The reagents and catalysts are [Br-].C(C)[P+](C1=CC=CC=C1)(C1=CC=CC=C1)C1=CC=CC=C1 (ethyltriphenylphosphonium bromide). Yields the product O=S1(CCN(CC1)C1=CC=C(OCC(COCCCCCCCCCCC(C)C)O)C=C1)=O (1-[4-(1,1-dioxo-thiomorpholin-4-yl)-phenoxy]-3-(isotridecyloxy)-propan-2-ol). Isolated yield 49.6%. Reaction SMILES: [O:1]=[S:2]1(=[O:15])[CH2:7][CH2:6][N:5]([C:8]2[CH:13]=[CH:12][C:11]([OH:14])=[CH:10][CH:9]=2)[CH2:4][CH2:3]1.[CH2:16]([O:29][CH2:30][CH:31]1[O:33][CH2:32]1)[CH2:17][CH2:18][CH2:19][CH2:20][CH2:21][CH2:22][CH2:23][CH2:24][CH2:25][CH:26]([CH3:28])[CH3:27]>[Br-].C([P+](C1C=CC=CC=1)(C1C=CC=CC=1)C1C=CC=CC=1)C>[O:15]=[S:2]1(=[O:1])[CH2:3][CH2:4][N:5]([C:8]2[CH:9]=[CH:10][C:11]([O:14][CH2:32][CH:31]([OH:33])[CH2:30][O:29][CH2:16][CH2:17][CH2:18][CH2:19][CH2:20][CH2:21][CH2:22][CH2:23][CH2:24][CH2:25][CH:26]([CH3:28])[CH3:27])=[CH:12][CH:13]=2)[CH2:6][CH2:7]1 |f:2.3|. Reported procedure: 4-(1,1-dioxo-thiomorpholin-4-yl)phenol (2.3 g, 10 mmol), isotridecylglycidyl ether (2.6 g, 10 mmol) and ethyltriphenylphosphonium bromide (0.1 g) are reacted and purified as described for compound 102 to afford a light yellow liquid 2.4 g (50%). Starting materials: ClC1=CC=C(C=C1)C1=C(N=NC=C1C1=CC=C(C=C1)Cl)NN (1-(4,5-bis(4-chlorophenyl)pyridazin-3-yl)hydrazine), FC1=CC=C(C=C1)C(C(=O)O)=O (2-(4-fluorophenyl)-2-oxoacetic acid). Product: ClC1=CC=C(C=C1)C=1C=NN2C(=NN=C(C2=O)C2=CC=C(C=C2)F)C1C1=CC=C(C=C1)Cl (8,9-bis(4-chlorophenyl)-3-(4-fluorophenyl)-4H -pyridazino[6,1-c][1,2,4]triazin-4-one). As a reaction SMILES: [Cl:1][C:2]1[CH:7]=[CH:6][C:5]([C:8]2[C:13]([C:14]3[CH:19]=[CH:18][C:17]([Cl:20])=[CH:16][CH:15]=3)=[CH:12][N:11]=[N:10][C:9]=2[NH:21][NH2:22])=[CH:4][CH:3]=1.[F:23][C:24]1[CH:29]=[CH:28][C:27]([C:30](=O)[C:31](O)=[O:32])=[CH:26][CH:25]=1>>[Cl:20][C:17]1[CH:18]=[CH:19][C:14]([C:13]2[CH:12]=[N:11][N:10]3[C:31](=[O:32])[C:30]([C:27]4[CH:28]=[CH:29][C:24]([F:23])=[CH:25][CH:26]=4)=[N:22][N:21]=[C:9]3[C:8]=2[C:5]2[CH:4]=[CH:3][C:2]([Cl:1])=[CH:7][CH:6]=2)=[CH:15][CH:16]=1. Reported procedure: The title compound was prepared using the method described in Example 1E, reacting 1-(4,5-bis(4-chlorophenyl)pyridazin-3-yl)hydrazine with 2-(4-fluorophenyl)-2-oxoacetic acid to give 8,9-bis(4-chlorophenyl)-3-(4-fluorophenyl)-4H -pyridazino[6,1-c][1,2,4]triazin-4-one. HPLC retention time=3.84 min; MS observed=463 (M+H); 1H NMR (CDCl3, 500 MHz) δ 8.76 (s, 1H), 8.58–8.53 (m, 2H), 7.39–7.34 (m, 4H), 7.31–7.25 (m, 2H), 7.22–7.13 (m, 4H).